describe an organic reaction: reactants, conditions, products, and yield From a dataset of the Open Reaction Database (ORD), a public repository of structured organic reaction records. The reactants are CC1(C)CC(C)(c2ccc(F)c(Br)c2)N=C(NC(=O)c2ccccc2)S1, O=C([O-])[O-], COCCOC, CCO, ClCCl, [Cs+], [Cs+], O, OB(O)c1cncnc1. Yields the product CC1(C)CC(C)(c2ccc(F)c(-c3cncnc3)c2)N=C(NC(=O)c2ccccc2)S1. RXN SMILES: [Br:1][c:2]1[cH:3][c:4]([C:9]2([CH3:26])[N:10]=[C:11]([NH:17][C:18]([c:19]3[cH:20][cH:21][cH:22][cH:23][cH:24]3)=[O:25])[S:12][C:13]([CH3:15])([CH3:16])[CH2:14]2)[cH:5][cH:6][c:7]1[F:8].[C:36](=[O:37])([O-:38])[O-:39].[CH3:45][O:46][CH2:47][CH2:48][O:49][CH3:50].[CH3:51][CH2:52][OH:53].[Cl:42][CH2:43][Cl:44].[Cs+:40].[Cs+:41].[OH2:54].[n:27]1[cH:28][n:29][cH:30][c:31]([B:33]([OH:34])[OH:35])[cH:32]1>>[c:2]1(-[c:31]2[cH:30][n:29][cH:28][n:27][cH:32]2)[cH:3][c:4]([C:9]2([CH3:26])[N:10]=[C:11]([NH:17][C:18]([c:19]3[cH:20][cH:21][cH:22][cH:23][cH:24]3)=[O:25])[S:12][C:13]([CH3:15])([CH3:16])[CH2:14]2)[cH:5][cH:6][c:7]1[F:8]. Starting materials: IC1=C(C=C(C=C1C)C=1C=CC(N(N1)C)=O)C (6-(4-iodo-3,5-dimethylphenyl)-2-methylpyridazin-3(2H)-one), FC=1C=CC(=C2CC[C@H](C12)OC1=CC2=C([C@@H](CO2)CC(=O)OC)C=C1)B1OC(C(O1)(C)C)(C)C (methyl 2-((S)-6-((R)-7-fluoro-4-(4,4,5,5-tetramethyl-1,3,2-dioxaborolan-2-yl)-2,3-dihydro-1H-inden-1-yloxy)-2,3-dihydrobenzofuran-3-yl)acetate), BrC1=C2CC[C@H](C2=C(C=C1)F)OC1=CC2=C([C@@H](CO2)CC(=O)OC)C=C1 (Methyl 2-((S)-6-((R)-4-bromo-7-fluoro-2,3-dihydro-1H-inden-1-yloxy)-2,3-dihydrobenzofuran-3-yl)acetate). The product is CC1=C(C(=CC(=C1)C1=NN(C(C=C1)=O)C)C)C1=C2CC[C@H](C2=C(C=C1)F)OC1=CC2=C([C@@H](CO2)CC(=O)OC)C=C1 (Methyl 2-((S)-6-((R)-4-(2,6-dimethyl-4-(1-methyl-6-oxo-1,6-dihydropyridazin-3-yl)phenyl)-7-fluoro-2,3-dihydro-1H-inden-1-yloxy)-2,3-dihydrobenzofuran-3-yl)acetate). As a reaction SMILES: I[C:2]1[C:7]([CH3:8])=[CH:6][C:5]([C:9]2[CH:10]=[CH:11][C:12](=[O:16])[N:13]([CH3:15])[N:14]=2)=[CH:4][C:3]=1[CH3:17].[F:18][C:19]1[CH:20]=[CH:21][C:22](B2OC(C)(C)C(C)(C)O2)=[C:23]2[C:27]=1[C@H:26]([O:28][C:29]1[CH:42]=[CH:41][C:32]3[C@H:33]([CH2:36][C:37]([O:39][CH3:40])=[O:38])[CH2:34][O:35][C:31]=3[CH:30]=1)[CH2:25][CH2:24]2.BrC1C=CC(F)=C2C=1CC[C@H]2OC1C=CC2[C@H](CC(OC)=O)COC=2C=1>>[CH3:17][C:3]1[CH:4]=[C:5]([C:9]2[CH:10]=[CH:11][C:12](=[O:16])[N:13]([CH3:15])[N:14]=2)[CH:6]=[C:7]([CH3:8])[C:2]=1[C:22]1[CH:21]=[CH:20][C:19]([F:18])=[C:27]2[C:23]=1[CH2:24][CH2:25][C@H:26]2[O:28][C:29]1[CH:42]=[CH:41][C:32]2[C@H:33]([CH2:36][C:37]([O:39][CH3:40])=[O:38])[CH2:34][O:35][C:31]=2[CH:30]=1. Procedure details: The title compound is prepared from 6-(4-iodo-3,5-dimethylphenyl)-2-methylpyridazin-3(2H)-one and methyl 2-((S)-6-((R)-7-fluoro-4-(4,4,5,5-tetramethyl-1,3,2-dioxaborolan-2-yl)-2,3-dihydro-1H-inden-1-yloxy)-2,3-dihydrobenzofuran-3-yl)acetate following a procedure analogous to that described in Step 5 of Intermediate 1. LC (method 9): tR=1.18 min; Mass spectrum (ESI+): m/z=555 [M+H]+. The reactants are FC1=C(C=CC(=C1C)OC)C(C)=O (1-(2-fluoro-4-methoxy-3-methyl-phenyl)-ethanone). Solvent: C(C)(=O)O (acetic acid), CCOCC (ether), C(=O)(O)[O-].[Na+] (NaHCO3), Br (HBr). Conditions: time 2 hour. Product: FC1=C(C=CC(=C1C)O)C(C)=O (1-(2-Fluoro-4-hydroxy-3-methyl-phenyl)-ethanone). Isolated yield 77.8%. Reaction SMILES: [F:1][C:2]1[C:7]([CH3:8])=[C:6]([O:9]C)[CH:5]=[CH:4][C:3]=1[C:11](=[O:13])[CH3:12]>C(O)(=O)C.Br.CCOCC.C([O-])(O)=O.[Na+]>[F:1][C:2]1[C:7]([CH3:8])=[C:6]([OH:9])[CH:5]=[CH:4][C:3]=1[C:11](=[O:13])[CH3:12] |f:4.5|. Procedure details: A solution of 1.09 g (5.96 mmol) 1-(2-fluoro-4-methoxy-3-methyl-phenyl)-ethanone was dissolved in 12 ml acetic acid and 6 ml 62% aqueous HBr. The reaction mixture was stirred 2 h at room temperature and heated to 120° C. for 6 h, cooled, diluted with ether and neutralized carefully with aqueous saturated NaHCO3 (pH=8). Extraction of the water phase with ether (two times), washing with aqueous 10% NaCl, drying (Na2SO4) and evaporation gave 0.78 g of the crude product as a dark red gum. Starting materials: FC=1C=C(C=C(C1OC)F)CC(C)=O (1-(3,5-difluoro-4-methoxyphenyl)propan-2-one), OC(CN)C1=CC(=CC=C1)Cl (2-hydroxy-2-(3-chlorophenyl)ethanamine). Product: Cl.FC=1C=C(C=C(C1OC)F)CC(C)NCC(C1=CC(=CC=C1)Cl)O (N-[2-(3,5-difluoro-4-methoxyphenyl)-1-methylethyl]-2-hydroxy-2-(3-chlorophenyl)ethanamine hydrochloride). RXN SMILES: [F:1][C:2]1[CH:3]=[C:4]([CH2:11][C:12](=O)[CH3:13])[CH:5]=[C:6]([F:10])[C:7]=1[O:8][CH3:9].[OH:15][CH:16]([C:19]1[CH:24]=[CH:23][CH:22]=[C:21]([Cl:25])[CH:20]=1)[CH2:17][NH2:18]>>[ClH:25].[F:1][C:2]1[CH:3]=[C:4]([CH2:11][CH:12]([NH:18][CH2:17][CH:16]([OH:15])[C:19]2[CH:24]=[CH:23][CH:22]=[C:21]([Cl:25])[CH:20]=2)[CH3:13])[CH:5]=[C:6]([F:10])[C:7]=1[O:8][CH3:9] |f:2.3|. Procedure details: N-[2-(3,5-difluoro-4-methoxyphenyl)-1-methylethyl]-2-hydroxy-2-(3-chlorophenyl)ethanamine hydrochloride, m.p. 120°-140° C. was prepared from 1-(3,5-difluoro-4-methoxyphenyl)propan-2-one (500 mg) and 2-hydroxy-2-(3-chlorophenyl)ethanamine (430 mg) as a 44:56 mixture of diastereoisomers, by an analogous procedure to that described in Example 1. Reactants: I(=O)(=O)(=O)[O-].[Na+] (sodium periodate), OC(CO)N1CC=CC2=C(C=CC=C12)[N+](=O)[O-] (1-(1,2-dihydroxyethyl)-5-nitroquinoline), C(C)(=O)OCC (ethyl acetate). Solvent: O1CCCC1 (tetrahydrofuran), O (water). Reaction conditions: time 20 hour. Yields the product [N+](=O)([O-])C1=C2C=CC(=NC2=CC=C1)C=O (5-Nitroquinoline-2-carbaldehyde). Reaction SMILES: I([O-])(=O)(=O)=O.[Na+].OC([N:11]1[C:20]2[C:15](=[C:16]([N+:21]([O-:23])=[O:22])[CH:17]=[CH:18][CH:19]=2)[CH:14]=[CH:13][CH2:12]1)CO.[C:24](OCC)(=[O:26])C>O1CCCC1.O>[N+:21]([C:16]1[CH:17]=[CH:18][CH:19]=[C:20]2[C:15]=1[CH:14]=[CH:13][C:12]([CH:24]=[O:26])=[N:11]2)([O-:23])=[O:22] |f:0.1|. Procedure: 2.99 g (14.0 mmol) of sodium periodate is added to a solution that consists of 1.64 g (7.0 mmol) of 1-(1,2-dihydroxyethyl)-5-nitroquinoline in 42 ml of tetrahydrofuran and 7.0 ml of water. After 20 hours at room temperature, ethyl acetate is added, and the organic phase is washed with saturated sodium chloride solution. After the organic phase is dried on sodium sulfate, after the solvent is removed, and after purification on silica gel with hexane-ethyl acetate (0-100%), 1.40 g (99% of theory) ... Starting materials: CC(CCC=CCCCCC=CCCC(C)=O)=O (hexadeca-5,11-diene-2,15-dione). The reagents and catalysts are [Pd] (Pd/C). Solvent: C(C)(=O)OCC (ethyl acetate). Product: CC(CCCCCCCCCCCCC(C)=O)=O (hexadecane-2,15-dione). RXN SMILES: [CH3:1][C:2](=[O:18])[CH2:3][CH2:4][CH:5]=[CH:6][CH2:7][CH2:8][CH2:9][CH2:10][CH:11]=[CH:12][CH2:13][CH2:14][C:15](=[O:17])[CH3:16]>C(OCC)(=O)C.[Pd]>[CH3:16][C:15](=[O:17])[CH2:14][CH2:13][CH2:12][CH2:11][CH2:10][CH2:9][CH2:8][CH2:7][CH2:6][CH2:5][CH2:4][CH2:3][C:2](=[O:18])[CH3:1]. Procedure details: 38 g of hexadeca-5,11-diene-2,15-dione (0.152 mole) were dissolved in 200 ml of ethyl acetate and hydrogenated at 50° C. under standard conditions using 1.9 g of 10% strength Pd/C. Recrystallization from petroleum ether gave 25.8 g of a 97% strength hexadecane-2,15-dione of melting point 80° C. The yield was thus 66% of theory. Reactants: C(C)OC(=O)C1=CC(C2=C(N1CCC)C=CC(C(=C2)OCCC)=O)=O (4,7-Dihydro-4,7-dioxo-6-propoxy-1-propyl-1H-cyclohepta[b]pyridine-2-carboxylic Acid Ethyl Ester), Cl (hydrochloric acid), C (Charcoal). Product: O=C1C2=C(NC(=C1)C(=O)O)C=CC(C(=C2)OCCC)=O (4,7-Dihydro-4,7-dioxo-6-propoxy-1H-cyclohepta[b]pyridine-2-carboxylic acid). As a reaction SMILES: C([O:3][C:4]([C:6]1[N:11](CCC)[C:10]2[CH:15]=[CH:16][C:17](=[O:24])[C:18]([O:20][CH2:21][CH2:22][CH3:23])=[CH:19][C:9]=2[C:8](=[O:25])[CH:7]=1)=[O:5])C.Cl.C>>[O:25]=[C:8]1[CH:7]=[C:6]([C:4]([OH:5])=[O:3])[NH:11][C:10]2[CH:15]=[CH:16][C:17](=[O:24])[C:18]([O:20][CH2:21][CH2:22][CH3:23])=[CH:19][C:9]1=2. Procedure details: A mixture of 4,7-dihydro-4,7-dioxo-6-propoxy-1-propyl-1H-cyclohepta[b]pyridine-2-carboxlic acid ethyl ester (3.8 g, described in Example 22) and 19% hydrochloric acid (113 ml) is refluxed for 30 minutes. Charcoal is added and the hot mixture is filtered. The filtrate is cooled to room temperature and the crystalline precipitate is collected and dried to obtain the title compound, mp > 250° C.